From a dataset of the Open Reaction Database (ORD), a public repository of structured organic reaction records. describe an organic reaction: reactants, conditions, products, and yield Starting materials: C(CCCCCCC\C=C/CCCCCCCC)(=O)[O-] (oleate), phospholipid, [Na+].[Cl-] (NaCl), [Cl-].[Cl-].[Ca+2] (CaCl2). Run in C1CN(CCN1CCO)CCS(=O)(=O)O (Hepes). Run at time 30 minute. The product is C(CCCCCCC\C=C/CCCCCCCC)(=O)O (oleic acid). As a reaction SMILES: [C:1]([O-:20])(=[O:19])[CH2:2][CH2:3][CH2:4][CH2:5][CH2:6][CH2:7][CH2:8]/[CH:9]=[CH:10]\[CH2:11][CH2:12][CH2:13][CH2:14][CH2:15][CH2:16][CH2:17][CH3:18].[Na+].[Cl-].[Cl-].[Cl-].[Ca+2]>C1N(CCO)CCN(CCS(O)(=O)=O)C1>[C:1]([OH:20])(=[O:19])[CH2:2][CH2:3][CH2:4][CH2:5][CH2:6][CH2:7][CH2:8]/[CH:9]=[CH:10]\[CH2:11][CH2:12][CH2:13][CH2:14][CH2:15][CH2:16][CH2:17][CH3:18] |f:1.2,3.4.5|. Procedure: Purified human synovial fluid PLA2 (purified by the procedure of Fawzy, A. A. and Franson, R. C. Biophys. J. 49, 533a 1986!) was obtained from R. C. Franson (Medical College of Virginia, Richmond, Va.). PLA2 activity was measured by using 14C!-oleate labeled autoclaved E. coli as substrate as described by Franson, R. C., Patriarca, P., and Elsbach, P. J., Lipid Res. 15, 380-388 (1974). The assay was performed at 37° C for 30 min. in a final volume of 100 μL 50 mM Hepes buffer (pH 7.0) containing... Reactants: C1CCNC1, C1CCOC1, C=CS(=O)(=O)c1ccc(OC)c(S(=O)(=O)Nc2ccccc2NS(=O)(=O)c2cc3ccccc3s2)c1, ClCCl. The product is COc1ccc(S(=O)(=O)CCN2CCCC2)cc1S(=O)(=O)Nc1ccccc1NS(=O)(=O)c1cc2ccccc2s1. Reaction SMILES: [CH2:37]1[CH2:38][CH2:39][NH:40][CH2:41]1.[CH2:42]1[O:43][CH2:44][CH2:45][CH2:46]1.[CH:1](=[CH2:2])[S:3](=[O:4])(=[O:5])[c:6]1[cH:7][cH:8][c:9]([O:35][CH3:36])[c:10]([S:12](=[O:13])(=[O:14])[NH:15][c:16]2[c:17]([NH:22][S:23](=[O:24])(=[O:25])[c:26]3[cH:27][c:28]4[c:29]([s:30]3)[cH:31][cH:32][cH:33][cH:34]4)[cH:18][cH:19][cH:20][cH:21]2)[cH:11]1.[Cl:47][CH2:48][Cl:49]>>[CH2:1]([CH2:2][N:40]1[CH2:39][CH2:38][CH2:37][CH2:41]1)[S:3](=[O:4])(=[O:5])[c:6]1[cH:7][cH:8][c:9]([O:35][CH3:36])[c:10]([S:12](=[O:13])(=[O:14])[NH:15][c:16]2[c:17]([NH:22][S:23](=[O:24])(=[O:25])[c:26]3[cH:27][c:28]4[c:29]([s:30]3)[cH:31][cH:32][cH:33][cH:34]4)[cH:18][cH:19][cH:20][cH:21]2)[cH:11]1. Starting materials: Br, COc1cc(SC)ccc1-n1cnc2ncnc-2n1, CC(=O)[O-], CC(=O)O, [Na+]. Yields the product COc1cc(S(C)=O)ccc1-n1cnc2ncnc-2n1. RXN SMILES: [Br:20].[CH3:1][O:2][c:3]1[c:4](-[n:11]2[n:12][c:13]3[n:19][cH:18][n:17][c:14]-3[n:15][cH:16]2)[cH:5][cH:6][c:7]([S:9][CH3:10])[cH:8]1.[CH3:22][C:23]([O-:24])=[O:25].[CH3:26][C:27](=[O:28])[OH:29].[Na+:21]>>[CH3:1][O:2][c:3]1[c:4](-[n:11]2[n:12][c:13]3[n:19][cH:18][n:17][c:14]-3[n:15][cH:16]2)[cH:5][cH:6][c:7]([S:9]([CH3:10])=[O:24])[cH:8]1. Starting materials: COC(C1=C(C=C(C=C1)F)C)=O (4-fluoro-2-methyl-benzoic acid methyl ester), CS(=O)C (DMSO), CN1CCNCC1 (N-methylpiperazine), C(=O)([O-])[O-].[K+].[K+] (K2CO3). Run in C(Cl)Cl (DCM). Reaction conditions: temperature 110 celsius. The product is CC1=C(C(=O)OC)C=CC(=C1)N1CCN(CC1)C (methyl 2-methyl-4-(4-methylpiperazin-1-yl)benzoate). The yield is 37.8%. Reaction SMILES: [CH3:1][O:2][C:3](=[O:12])[C:4]1[CH:9]=[CH:8][C:7](F)=[CH:6][C:5]=1[CH3:11].[CH3:13][N:14]1[CH2:19][CH2:18][NH:17][CH2:16][CH2:15]1.C([O-])([O-])=O.[K+].[K+].CS(C)=O>C(Cl)Cl>[CH3:11][C:5]1[CH:6]=[C:7]([N:17]2[CH2:18][CH2:19][N:14]([CH3:13])[CH2:15][CH2:16]2)[CH:8]=[CH:9][C:4]=1[C:3]([O:2][CH3:1])=[O:12] |f:2.3.4|. Reported procedure: In a cylindrical quartz tube were placed 4-fluoro-2-methyl-benzoic acid methyl ester (1.2 g, 7.14 mmol), N-methylpiperazine (0.95 ml, 8.5 mmol), K2CO3 (990 mg, 7.14 mmol) and DMSO (4 ml). The reaction was heated for 20 hours at 110° C. until HPLC revealed the disappearance of the starting-material. DCM (15 ml) was added and the solution was washed twice with water and the organic phase was dried over anhydrous Na2SO4. The crude was purified by flash chromatography (DCM/MeOH 95:5) affording the d... The reactants are COC(CC1(CCCCC1)CNC(C1=C(C=CC=C1)[N+](=O)[O-])=O)=O ({1-[(2-nitro-benzoylamino)-methyl]-cyclohexyl}-acetic acid methyl ester). Reagents/catalysts: [Pd] (Pd/C). Solvent: CCO (EtOH). Run at time 16 hour. The product is COC(CC1(CCCCC1)CNC(C1=C(C=CC=C1)N)=O)=O ({1-[(2-amino-benzoylamino)-methyl]-cyclohexyl}-acetic acid methyl ester). The yield is 100.2%. RXN SMILES: [CH3:1][O:2][C:3](=[O:24])[CH2:4][C:5]1([CH2:11][NH:12][C:13](=[O:23])[C:14]2[CH:19]=[CH:18][CH:17]=[CH:16][C:15]=2[N+:20]([O-])=O)[CH2:10][CH2:9][CH2:8][CH2:7][CH2:6]1>CCO.[Pd]>[CH3:1][O:2][C:3](=[O:24])[CH2:4][C:5]1([CH2:11][NH:12][C:13](=[O:23])[C:14]2[CH:19]=[CH:18][CH:17]=[CH:16][C:15]=2[NH2:20])[CH2:6][CH2:7][CH2:8][CH2:9][CH2:10]1. Procedure: A mixture of {1-[(2-nitro-benzoylamino)-methyl]-cyclohexyl}-acetic acid methyl ester (680 mg, 2.03 mmol), 10% Pd/C (120 mg) in EtOH (25 mL) is stirred under H2 atmosphere at room temperature for 16 hours. The reaction mixture is filtered and the organic layer is concentrated to give the desired {1-[(2-amino-benzoylamino)-methyl]-cyclohexyl}-acetic acid methyl ester (619 mg, 100%).